Dataset: the Open Reaction Database (ORD), a public repository of structured organic reaction records. Task: describe an organic reaction: reactants, conditions, products, and yield Reaction conditions: temperature 0 celsius, time 30 minute. Starting materials: BrC1=C(C=C2C=CNC2=C1)F (6-bromo-5-fluoro-1H-indole), [H-].[Na+] (sodium hydride), oil, IC (iodomethane). Reported procedure: To the solution of 6-bromo-5-fluoro-1H-indole (0.92 g, 4.28 mmol) in dry DMF (10 mL) was added sodium hydride as 60% in oil (0.26 g, 6.41 mmol) at 0° C. The mixture was stirred at 0° C. for 30 min, and then iodomethane (0.32 mL, 5.14 mmol) was added. The mixture was stirred for 1 hour at room temperature, and then quenched with ice and extracted with EtOAc (50 mL). The organic layer was washed with water, brine, dried over MgSO4, filtered, and concentrated. The residue was purified by column chr... Isolated yield 99.4%. Solvent: CN(C)C=O (DMF). Yields the product BrC1=C(C=C2C=CN(C2=C1)C)F (6-bromo-5-fluoro-1-methyl-1H-indole). Reaction SMILES: [Br:1][C:2]1[CH:10]=[C:9]2[C:5]([CH:6]=[CH:7][NH:8]2)=[CH:4][C:3]=1[F:11].[H-].[Na+].I[CH3:15]>CN(C=O)C>[Br:1][C:2]1[CH:10]=[C:9]2[C:5]([CH:6]=[CH:7][N:8]2[CH3:15])=[CH:4][C:3]=1[F:11] |f:1.2|. Reactants: CCOC(=O)CBr, O=C([O-])[O-], CC(C)=O, Cc1cc(I)ccc1O, [K+], [K+]. Yields the product CCOC(=O)COc1ccc(I)cc1C. Reaction SMILES: [Br:16][CH2:17][C:18](=[O:19])[O:20][CH2:21][CH3:22].[C:10](=[O:11])([O-:12])[O-:13].[CH3:23][C:24](=[O:25])[CH3:26].[I:1][c:2]1[cH:3][c:4]([CH3:9])[c:5]([OH:8])[cH:6][cH:7]1.[K+:14].[K+:15]>>[I:1][c:2]1[cH:3][c:4]([CH3:9])[c:5]([O:8][CH2:17][C:18](=[O:19])[O:20][CH2:21][CH3:22])[cH:6][cH:7]1.